From a dataset of the Open Reaction Database (ORD), a public repository of structured organic reaction records. describe an organic reaction: reactants, conditions, products, and yield Starting materials: C(C(C)(C)C)(=O)OCN1N=NC(=C1)CCCC(=O)NC1CCN(CC1)C(=O)OCC1=C(C=C(C=C1)Cl)Cl (2,4-dichlorobenzyl 4-(4-(1-((pivaloyloxy)methyl)-1H-1,2,3-triazol-4-yl)butanamido)piperidine-1-carboxylate), [OH-].[Na+] (NaOH), Cl (HCl). Run in CO (MeOH). Conditions: time 1 hour. The product is N1N=NC(=C1)CCCC(=O)NC1CCN(CC1)C(=O)OCC1=C(C=C(C=C1)Cl)Cl (2,4-Dichlorobenzyl 4-(4-(1H-1,2,3-triazol-4-yl)butanamido)piperidine-1-carboxylate). Reaction SMILES: C(OC[N:9]1[CH:13]=[C:12]([CH2:14][CH2:15][CH2:16][C:17]([NH:19][CH:20]2[CH2:25][CH2:24][N:23]([C:26]([O:28][CH2:29][C:30]3[CH:35]=[CH:34][C:33]([Cl:36])=[CH:32][C:31]=3[Cl:37])=[O:27])[CH2:22][CH2:21]2)=[O:18])[N:11]=[N:10]1)(=O)C(C)(C)C.[OH-].[Na+].Cl>CO>[NH:9]1[CH:13]=[C:12]([CH2:14][CH2:15][CH2:16][C:17]([NH:19][CH:20]2[CH2:25][CH2:24][N:23]([C:26]([O:28][CH2:29][C:30]3[CH:35]=[CH:34][C:33]([Cl:36])=[CH:32][C:31]=3[Cl:37])=[O:27])[CH2:22][CH2:21]2)=[O:18])[N:11]=[N:10]1 |f:1.2|. Procedure details: To a stirred solution of 2,4-dichlorobenzyl 4-(4-(1-((pivaloyloxy)methyl)-1H-1,2,3-triazol-4-yl)butanamido)piperidine-1-carboxylate (100 mg, 0.180 mmol) in MeOH (1 mL) at RT was added 1M NaOH (0.397 mL, 0.397 mmol). The reaction mixture was allowed to stir for 1 hr. An equivalent of 1M HCl (0.4 ml) was added to neutralise the reaction mixture and the MeOH removed under reduced pressure. The reaction mixture was diluted with EtOAc and water and the organic portion was separated, dried over MgSO4,...